This data is from the Open Reaction Database (ORD), a public repository of structured organic reaction records. The task is: describe an organic reaction: reactants, conditions, products, and yield The reactants are C(=O)OC(C)=O (acetic formic anhydride), CO (methanol), CC(CN)(CCCC)N(C)C (2-methyl-2-dimethylamino-hexylamine), [OH-].[Na+] (sodium hydroxide). Solvent: CCOCC (ether), CCOCC (ether). As a reaction SMILES: C(O[C:4](=[O:6])C)=O.[CH3:7][C:8]([N:15]([CH3:17])[CH3:16])([CH2:11][CH2:12][CH2:13][CH3:14])[CH2:9][NH2:10].[OH-].[Na+].CO>CCOCC>[CH3:7][C:8]([N:15]([CH3:16])[CH3:17])([CH2:11][CH2:12][CH2:13][CH3:14])[CH2:9][NH:10][CH:4]=[O:6] |f:2.3|. Product: CC(CNC=O)(CCCC)N(C)C (N-[2-methyl-2-dimethylamino-hexyl]formamide). Reaction conditions: time 8 hour. Procedure: To a solution of acetic formic anhydride (2.9 mls., 20 mmole) (prepared by stirring acetic anhydride [2.04 ml.] and formic acid [0.86 ml.] on a water bath at 50°-60° for two hrs. and cooling), was added dropwise, with stirring, 2-methyl-2-dimethylamino-hexylamine (2.37 g.,) at such a rate that the temperature never rose above 40°C. The solution was stirred for 30 mins. ether (6 ml) was added, and stirring continued at room temperature overnight. The mixture was diluted with ether (50 ml.), basif... The reactants are BrBr (bromine), COC1=CC2=CC=CC=C2C=C1 (2-methoxynaphthalene), BrBr (bromine). Run in C(C)(=O)O (acetic acid), C(C)(=O)O (acetic acid). The product is BrC1=C(C=CC2=CC=CC=C12)OC (1-bromo-2-methoxynaphthalene). As a reaction SMILES: [CH3:1][O:2][C:3]1[CH:12]=[CH:11][C:10]2[C:5](=[CH:6][CH:7]=[CH:8][CH:9]=2)[CH:4]=1.[Br:13]Br>C(O)(=O)C>[Br:13][C:4]1[C:5]2[C:10](=[CH:9][CH:8]=[CH:7][CH:6]=2)[CH:11]=[CH:12][C:3]=1[O:2][CH3:1]. Procedure: A stirred solution of 2-methoxynaphthalene (5g.) in acetic acid (100 ml.) is treated dropwise with a solution of 1.1 molar equivalents of bromine in acetic acid (50 ml.). Upon disappearance of the bromine color, wtaer is added. The solid which forms is collected by filtration, washed with water until neutral, recrystallized, rewashed, and dried to yield 1-bromo-2-methoxynaphthalene. Solvent: O (water). Yield: 14.1%. Product: C([C@@H](O)C1=CC=CC=C1)(=O)O.C1(=CC=CC=C1)C1(CC[S@]([C@H]2CNC[C@H]21)=O)C2=CC=CC=C2 ((1R*,4aR*,7aR*)4,4-diphenylperhydrothiopyrano[2,3-c]pyrrole 1-oxide (S)-mandelate). Reported procedure: 3.5 g of (S)-mandelic acid and 90 cm3 of a mixture of acetonitrile and water (99/1 by volume) are added to 7.15 g of (1RS,4aRS,7aRS)-4,4-diphenylperhydrothiopyrano[2,3-c]pyrrole 1-oxide. After stirring, the resulting solution is allowed to stand for 48 hours at room temperature. The crystals obtained are drained, washed with the acetonitrile-water mixture and then dried. The crystals are taken up in 200 cm3 of a boiling acetonitrile-water mixture and after filtering while still hot, the solution... Reaction conditions: time 48 hour. As a reaction SMILES: [C:1]([OH:11])(=[O:10])[C@H:2]([C:4]1[CH:9]=[CH:8][CH:7]=[CH:6][CH:5]=1)[OH:3].C(#N)C.[C:15]1([C:21]2([C:31]3[CH:36]=[CH:35][CH:34]=[CH:33][CH:32]=3)[CH:29]3[CH:25]([CH2:26][NH:27][CH2:28]3)[S:24](=[O:30])[CH2:23][CH2:22]2)[CH:20]=[CH:19][CH:18]=[CH:17][CH:16]=1>O>[C:1]([OH:11])(=[O:10])[C@H:2]([C:4]1[CH:9]=[CH:8][CH:7]=[CH:6][CH:5]=1)[OH:3].[C:31]1([C:21]2([C:15]3[CH:20]=[CH:19][CH:18]=[CH:17][CH:16]=3)[C@H:29]3[C@H:25]([CH2:26][NH:27][CH2:28]3)[S@:24](=[O:30])[CH2:23][CH2:22]2)[CH:32]=[CH:33][CH:34]=[CH:35][CH:36]=1 |f:4.5|. Starting materials: C([C@@H](O)C1=CC=CC=C1)(=O)O ((S)-mandelic acid), mixture, C(C)#N (acetonitrile), C1(=CC=CC=C1)C1(CCS(C2CNCC21)=O)C2=CC=CC=C2 ((1RS,4aRS,7aRS)-4,4-diphenylperhydrothiopyrano[2,3-c]pyrrole 1-oxide). The reactants are CCOC(C)=O, NC=O, CCn1c(=O)c(-c2cc(NC(=O)Nc3ccc(F)c(CN4CCOCC4)c3)c(F)cc2Cl)cc2cnc(Cl)cc21, [K+], [K+], O=C([O-])[O-], C1COCCO1, CN(C)C=O. Product: CCn1c(=O)c(-c2cc(NC(=O)Nc3ccc(F)c(CN4CCOCC4)c3)c(F)cc2Cl)cc2cnc(NC=O)cc21. Reaction SMILES: [CH3:50][CH2:51][O:52][C:53]([CH3:54])=[O:55].[CH:47](=[O:48])[NH2:49].[Cl:1][c:2]1[cH:3][c:4]([F:40])[c:5]([NH:22][C:23](=[O:24])[NH:25][c:26]2[cH:27][c:28]([CH2:33][N:34]3[CH2:35][CH2:36][O:37][CH2:38][CH2:39]3)[c:29]([F:32])[cH:30][cH:31]2)[cH:6][c:7]1-[c:8]1[c:9](=[O:21])[n:10]([CH2:19][CH3:20])[c:11]2[cH:12][c:13]([Cl:18])[n:14][cH:15][c:16]2[cH:17]1.[K+:41].[K+:42].[O-:43][C:44]([O-:45])=[O:46].[O:56]1[CH2:57][CH2:58][O:59][CH2:60][CH2:61]1.[O:62]=[CH:63][N:64]([CH3:65])[CH3:66]>>[Cl:1][c:2]1[cH:3][c:4]([F:40])[c:5]([NH:22][C:23](=[O:24])[NH:25][c:26]2[cH:27][c:28]([CH2:33][N:34]3[CH2:35][CH2:36][O:37][CH2:38][CH2:39]3)[c:29]([F:32])[cH:30][cH:31]2)[cH:6][c:7]1-[c:8]1[c:9](=[O:21])[n:10]([CH2:19][CH3:20])[c:11]2[cH:12][c:13]([NH:49][CH:47]=[O:48])[n:14][cH:15][c:16]2[cH:17]1.